This data is from the Open Reaction Database (ORD), a public repository of structured organic reaction records. The task is: describe an organic reaction: reactants, conditions, products, and yield As a reaction SMILES: [CH3:41][N:42]([C:43]([CH2:44][N:45]1[CH2:46][CH2:47][NH:48][CH2:49][CH2:50]1)=[O:51])[CH3:52].[Cl:1][c:2]1[cH:3][cH:4][c:5]([CH:8]2[N:9]=[C:10]([c:29]3[c:30]([O:38][CH2:39][CH3:40])[n:31][c:32]([O:35][CH2:36][CH3:37])[n:33][cH:34]3)[N:11]([C:20](=[O:21])[N:22]3[CH2:23][CH2:24][NH:25][C:26](=[O:27])[CH2:28]3)[CH:12]2[c:13]2[cH:14][cH:15][c:16]([Cl:19])[cH:17][cH:18]2)[cH:6][cH:7]1>>[Cl:1][c:2]1[cH:3][cH:4][c:5]([CH:8]2[N:9]=[C:10]([c:29]3[c:30]([O:38][CH2:39][CH3:40])[n:31][c:32]([O:35][CH2:36][CH3:37])[n:33][cH:34]3)[N:11]([C:20](=[O:21])[N:48]3[CH2:47][CH2:46][N:45]([CH2:44][C:43]([N:42]([CH3:41])[CH3:52])=[O:51])[CH2:50][CH2:49]3)[CH:12]2[c:13]2[cH:14][cH:15][c:16]([Cl:19])[cH:17][cH:18]2)[cH:6][cH:7]1. Yields the product CCOc1ncc(C2=NC(c3ccc(Cl)cc3)C(c3ccc(Cl)cc3)N2C(=O)N2CCN(CC(=O)N(C)C)CC2)c(OCC)n1. Reactants: CN(C)C(=O)CN1CCNCC1, CCOc1ncc(C2=NC(c3ccc(Cl)cc3)C(c3ccc(Cl)cc3)N2C(=O)N2CCNC(=O)C2)c(OCC)n1. Reaction conditions: temperature 0 celsius, time 15 minute. Reactants: C1(CCCCC1)N=C=NC1CCCCC1 (dicyclohexylcarbodiimide), SCC=1NC(=C(C(C1C(=O)OCC)C1=CC(=CC=C1)[N+](=O)[O-])C(=O)OCC)C (2-mercaptomethyl-3,5-dicarboethoxy-4-(m-nitrophenyl)-6-methyl-1,4-dihydropyridine), NC1=CC=C(C(=O)O)C=C1 (p-aminobenzoic acid). As a reaction SMILES: C1(N=C=NC2CCCCC2)CCCCC1.[SH:16][CH2:17][C:18]1[NH:19][C:20]([CH3:43])=[C:21]([C:38]([O:40][CH2:41][CH3:42])=[O:39])[CH:22]([C:29]2[CH:34]=[CH:33][CH:32]=[C:31]([N+:35]([O-:37])=[O:36])[CH:30]=2)[C:23]=1[C:24]([O:26][CH2:27][CH3:28])=[O:25].[NH2:44][C:45]1[CH:53]=[CH:52][C:48]([C:49](O)=[O:50])=[CH:47][CH:46]=1>O1CCCC1>[NH2:44][C:45]1[CH:53]=[CH:52][C:48]([C:49]([S:16][CH2:17][C:18]2[NH:19][C:20]([CH3:43])=[C:21]([C:38]([O:40][CH2:41][CH3:42])=[O:39])[CH:22]([C:29]3[CH:34]=[CH:33][CH:32]=[C:31]([N+:35]([O-:37])=[O:36])[CH:30]=3)[C:23]=2[C:24]([O:26][CH2:27][CH3:28])=[O:25])=[O:50])=[CH:47][CH:46]=1. The solvent is O1CCCC1 (tetrahydrofuran), O1CCCC1 (tetrahydrofuran). The product is NC1=CC=C(C(=O)SCC=2NC(=C(C(C2C(=O)OCC)C2=CC(=CC=C2)[N+](=O)[O-])C(=O)OCC)C)C=C1 (2-(p-aminobenzoylthio)methyl-3,5-dicarboethoxy-4-(m-nitrophenyl)-6-methyl-1,4-dihydropyridine). Procedure: A solution of dicyclohexylcarbodiimide (g 1.5) in tetrahydrofuran is added dropwise to a solution of 2-mercaptomethyl-3,5-dicarboethoxy-4-(m-nitrophenyl)-6-methyl-1,4-dihydropyridine (g 2.7) and p-aminobenzoic acid (g 1.0) in tetrahydrofuran (20 ml) cooled to 0° C. in nitrogen atmosphere, the mixture is stirred at 0° C. for 15 minutes and then warmed to room temperature for 18 hours. The precipitate formed is filtered and the solvent is evaporated in vacuum. The residue is dissolved in ethyl ace... Reactants: Cc1ccc(Br)cn1, O=C1CCC(=O)N1Br, ClC(Cl)(Cl)Cl, CC(C)(C#N)N=NC(C)(C)C#N. Product: BrCc1ccc(Br)cn1. As a reaction SMILES: [Br:1][c:2]1[cH:3][cH:4][c:5]([CH3:8])[n:6][cH:7]1.[Br:9][N:10]1[C:11](=[O:12])[CH2:13][CH2:14][C:15]1=[O:16].[C:29]([Cl:30])([Cl:31])([Cl:32])[Cl:33].[N:17]([C:18]([CH3:19])([CH3:20])[C:21]#[N:22])=[N:23][C:24]([CH3:25])([CH3:26])[C:27]#[N:28]>>[Br:1][c:2]1[cH:3][cH:4][c:5]([CH2:8][Br:9])[n:6][cH:7]1. Reactants: c1ccc(CC2CCNCC2)cc1, CCOCC, N#Cc1ccc(NC(=O)CCl)cc1. The product is N#Cc1ccc(NC(=O)CN2CCC(Cc3ccccc3)CC2)cc1. RXN SMILES: [CH2:14]([c:15]1[cH:16][cH:17][cH:18][cH:19][cH:20]1)[CH:21]1[CH2:22][CH2:23][NH:24][CH2:25][CH2:26]1.[CH2:27]([O:28][CH2:29][CH3:30])[CH3:31].[Cl:1][CH2:2][C:3](=[O:4])[NH:5][c:6]1[cH:7][cH:8][c:9]([C:12]#[N:13])[cH:10][cH:11]1>>[CH2:2]([C:3](=[O:4])[NH:5][c:6]1[cH:7][cH:8][c:9]([C:12]#[N:13])[cH:10][cH:11]1)[N:24]1[CH2:23][CH2:22][CH:21]([CH2:14][c:15]2[cH:16][cH:17][cH:18][cH:19][cH:20]2)[CH2:26][CH2:25]1.